This data is from the Open Reaction Database (ORD), a public repository of structured organic reaction records. The task is: describe an organic reaction: reactants, conditions, products, and yield Starting materials: IC1=CC(NN=C1)=O (5-iodopyridazin-3(2H)-one), [H-].[Na+] (sodium hydride), COC(C(CC1CCCC1)Br)=O (2-bromo-3-cyclopentyl-propionic acid methyl ester), COC(C(CC1CCCC1)Br)=O (2-bromo-3-cyclopentyl-propionic acid methyl ester). Solvent: O1CCCC1 (tetrahydrofuran). Reaction conditions: temperature 0 celsius. Product: ethyl acetate petroleum ether, COC(C(CC1CCCC1)N1N=CC(=CC1=O)I)=O (3-cyclopentyl-2-(4-iodo-6-oxo-6H-pyridazin-1-yl)-propionic acid methyl ester). Isolated yield 68.3%. As a reaction SMILES: [I:1][C:2]1[CH:7]=[N:6][NH:5][C:4](=[O:8])[CH:3]=1.[H-].[Na+].[CH3:11][O:12][C:13](=[O:22])[CH:14](Br)[CH2:15][CH:16]1[CH2:20][CH2:19][CH2:18][CH2:17]1>O1CCCC1>[CH3:11][O:12][C:13](=[O:22])[CH:14]([N:5]1[C:4](=[O:8])[CH:3]=[C:2]([I:1])[CH:7]=[N:6]1)[CH2:15][CH:16]1[CH2:17][CH2:18][CH2:19][CH2:20]1 |f:1.2|. Reported procedure: A solution of 5-iodopyridazin-3(2H)-one (52 g, 234 mmol) in tetrahydrofuran (1000 mL) was treated with sodium hydride (11.2 g, 280 mmol) at 0° C. The mixture was stirred at 0° C. for 5˜10 min and then stirred at 25° C. for an additional 40˜50 min. At this time, the reaction mixture was treated with 2-bromo-3-cyclopentyl-propionic acid methyl ester (Intermediate 10, 72.6 g, 281 mmol). The resulting reaction mixture was heated at 50° C. for 18 h and allowed to cool down to 25° C. The reaction mixt... Starting materials: O=C(NC(=S)NCCSCc1ccccn1)c1ccccc1, O=C([O-])[O-], [K+], [K+], O. Yields the product NC(=S)NCCSCc1ccccn1. As a reaction SMILES: [C:1](=[O:2])([c:3]1[cH:4][cH:5][cH:6][cH:7][cH:8]1)[NH:9][C:10](=[S:11])[NH:12][CH2:13][CH2:14][S:15][CH2:16][c:17]1[n:18][cH:19][cH:20][cH:21][cH:22]1.[C:23](=[O:24])([O-:25])[O-:26].[K+:27].[K+:28].[OH2:29]>>[NH2:9][C:10](=[S:11])[NH:12][CH2:13][CH2:14][S:15][CH2:16][c:17]1[n:18][cH:19][cH:20][cH:21][cH:22]1. Reaction SMILES: [CH:1]1([NH:7][c:8]2[cH:9][c:10]([C:14](=[O:15])[OH:16])[n:11][cH:12][n:13]2)[CH2:2][CH2:3][CH2:4][CH2:5][CH2:6]1.[Cl:26][CH2:27][Cl:28].[NH2:17][c:18]1[cH:19][c:20]([Cl:25])[c:21]([OH:24])[cH:22][cH:23]1>>[CH:1]1([NH:7][c:8]2[cH:9][c:10]([C:14](=[O:16])[NH:17][c:18]3[cH:19][c:20]([Cl:25])[c:21]([OH:24])[cH:22][cH:23]3)[n:11][cH:12][n:13]2)[CH2:2][CH2:3][CH2:4][CH2:5][CH2:6]1. Reactants: O=C(O)c1cc(NC2CCCCC2)ncn1, ClCCl, Nc1ccc(O)c(Cl)c1. The product is O=C(Nc1ccc(O)c(Cl)c1)c1cc(NC2CCCCC2)ncn1. The reactants are c1ccc(CC2CCNCC2)cc1, CCOCC, O=C(CCl)Nc1ccc2c(c1)NC(=O)CO2. The product is O=C(CN1CCC(Cc2ccccc2)CC1)Nc1ccc2c(c1)NC(=O)CO2. Reaction SMILES: [CH2:17]([c:18]1[cH:19][cH:20][cH:21][cH:22][cH:23]1)[CH:24]1[CH2:25][CH2:26][NH:27][CH2:28][CH2:29]1.[CH2:30]([O:31][CH2:32][CH3:33])[CH3:34].[Cl:1][CH2:2][C:3](=[O:4])[NH:5][c:6]1[cH:7][cH:8][c:9]2[c:10]([cH:16]1)[NH:11][C:12](=[O:15])[CH2:13][O:14]2>>[CH2:2]([C:3](=[O:4])[NH:5][c:6]1[cH:7][cH:8][c:9]2[c:10]([cH:16]1)[NH:11][C:12](=[O:15])[CH2:13][O:14]2)[N:27]1[CH2:26][CH2:25][CH:24]([CH2:17][c:18]2[cH:19][cH:20][cH:21][cH:22][cH:23]2)[CH2:29][CH2:28]1.